Dataset: the Open Reaction Database (ORD), a public repository of structured organic reaction records. Task: describe an organic reaction: reactants, conditions, products, and yield The reactants are ClC1=C(C(=CC=C1)Cl)N1C=C(C=CC1=O)C(=O)O (1-(2,6-dichlorophenyl)-6-oxo-1,6-dihydro-3-pyridinecarboxylic acid), NC=1C=C(C(=O)NC2CC2)C=CC1C (3-amino-N-cyclopropyl-4-methylbenzamide), CCN=C=NCCCN(C)C.Cl (WSC HCl), C=1C=CC2=C(C1)N=NN2O (HOBt). The solvent is CN(C)C=O (DMF), CCN(CC)CC (Et3N), CCOC(=O)C (EtOAc). Conditions: time 16 hour. Product: C1(CC1)NC(=O)C=1C=CC(=C(C1)NC(=O)C1=CN(C(C=C1)=O)C1=C(C=CC=C1Cl)Cl)C (N-{5-[(cyclopropylamino)carbonyl]-2-methylphenyl}-1-(2,6-dichlorophenyl)-6-oxo-1,6-dihydro-3-pyridinecarboxamide). Yield: 66.7%. As a reaction SMILES: [Cl:1][C:2]1[CH:7]=[CH:6][CH:5]=[C:4]([Cl:8])[C:3]=1[N:9]1[C:14](=[O:15])[CH:13]=[CH:12][C:11]([C:16]([OH:18])=O)=[CH:10]1.[NH2:19][C:20]1[CH:21]=[C:22]([CH:29]=[CH:30][C:31]=1[CH3:32])[C:23]([NH:25][CH:26]1[CH2:28][CH2:27]1)=[O:24].CCN=C=NCCCN(C)C.Cl.C1C=CC2N(O)N=NC=2C=1>CN(C=O)C.CCOC(C)=O.CCN(CC)CC>[CH:26]1([NH:25][C:23]([C:22]2[CH:29]=[CH:30][C:31]([CH3:32])=[C:20]([NH:19][C:16]([C:11]3[CH:12]=[CH:13][C:14](=[O:15])[N:9]([C:3]4[C:4]([Cl:8])=[CH:5][CH:6]=[CH:7][C:2]=4[Cl:1])[CH:10]=3)=[O:18])[CH:21]=2)=[O:24])[CH2:28][CH2:27]1 |f:2.3|. Procedure: To a solution of 1-(2,6-dichlorophenyl)-6-oxo-1,6-dihydro-3-pyridinecarboxylic acid (56 mg) in DMF (0.76 mL) were added 3-amino-N-cyclopropyl-4-methylbenzamide (45 mg), WSC—HCl (57 mg), HOBt (35 mg) and Et3N (27 mg), and the mixture was stirred under a nitrogen atmosphere at room temperature for 16 hr. The reaction mixture was diluted with EtOAc (2 mL), washed with water (4 mL×2) and brine successively, dried over MgSO4, filtered and evaporated in vacuo. The residue was purified by preparative t... Reactants: [N+](=O)([O-])C1=CC=C(C=C1)O (4-nitrophenol), C([O-])([O-])=O.[K+].[K+] (potassium carbonate), CN(C=O)C (dimethylformamide), ClC=1C2=C(N=CN1)NC(=C2)C2=CC=CC=C2 (4-chloro-6-phenyl-7H-pyrrolo[2,3-d]pyrimidine), [N+](=O)([O-])C1=CC=C(C=C1)O (4-nitrophenol), C([O-])([O-])=O.[K+].[K+] (potassium carbonate). The solvent is O (water). Run at temperature 132.5 celsius, time 15 hour. The product is [N+](=O)([O-])C1=CC=C(OC=2C3=C(N=CN2)NC(=C3)C3=CC=CC=C3)C=C1 (4-(4-Nitrophenoxy)-6-phenyl-7H-pyrrolo[2,3-d]pyrimidine). The yield is 68.5%. Reaction SMILES: [N+:1]([C:4]1[CH:9]=[CH:8][C:7]([OH:10])=[CH:6][CH:5]=1)([O-:3])=[O:2].C(=O)([O-])[O-].[K+].[K+].CN(C)C=O.Cl[C:23]1[C:24]2[CH:31]=[C:30]([C:32]3[CH:37]=[CH:36][CH:35]=[CH:34][CH:33]=3)[NH:29][C:25]=2[N:26]=[CH:27][N:28]=1>O>[N+:1]([C:4]1[CH:9]=[CH:8][C:7]([O:10][C:23]2[C:24]3[CH:31]=[C:30]([C:32]4[CH:37]=[CH:36][CH:35]=[CH:34][CH:33]=4)[NH:29][C:25]=3[N:26]=[CH:27][N:28]=2)=[CH:6][CH:5]=1)([O-:3])=[O:2] |f:1.2.3|. Procedure details: After adding 123 mg of 4-nitrophenol, 136 mg of potassium carbonate and 1.5 ml of dimethylformamide to 113 mg of the 4-chloro-6-phenyl-7H-pyrrolo[2,3-d]pyrimidine described in WO97/02266 and PCT/EP96/02728, and stirring the mixture for 15 hours at 130-135° C., and additional 60 mg of 4-nitrophenol and 75 mg of potassium carbonate were added and the mixture was stirred for 6 hours. After returning the mixture to room temperature, water was added, liquid separation and extraction were performed wi... Product: ClC1=C2C(=NC=C1)N(C=C2C(F)(F)F)S(=O)(=O)C2=CC=C(C=C2)C (4-Chloro-1-(toluene-4-sulfonyl)-3-trifluoromethyl-1H-pyrrolo[2,3-b]pyridine). The reagents and catalysts are [Cu]I (copper(1) iodide), [Cu]I (copper(I) iodide). Procedure: Under an atmosphere of protective gas (argon), 23.1 g (0.398 mol) of dry potassium fluoride and 75.7 g (0.398 mol) of copper(I) iodide are ground with one another and, under high vacuum and with shaking, heated at 220° C. for 10 minutes, until there is a slight greenish discoloration. The sintered mixture of potassium fluoride and copper(1) iodide together with 170 ml of absolute N-methylpyrrolidine and 170 ml of absolute DMF is initially charged in a reaction flask under an atmosphere of protec... Run at temperature 220 celsius, time 20 minute. Run in CN(C)C=O (DMF), C(C)(C)(C)OC (methyl tert-butyl ether). Reactants: [F-].[K+] (potassium fluoride), CN1CCCC1 (N-methylpyrrolidine), [F-].[K+] (potassium fluoride), ClC1=C2C(=NC=C1)N(C=C2I)S(=O)(=O)C2=CC=C(C=C2)C (4-chloro-1-(toluene-4-sulfonyl)-3-iodo-1H-pyrrolo[2,3-b]pyridine), C[Si](C(F)(F)F)(C)C (trimethyltrifluoromethylsilane). Reaction SMILES: [F-].[K+].CN1CCCC1.[Cl:9][C:10]1[CH:15]=[CH:14][N:13]=[C:12]2[N:16]([S:20]([C:23]3[CH:28]=[CH:27][C:26]([CH3:29])=[CH:25][CH:24]=3)(=[O:22])=[O:21])[CH:17]=[C:18](I)[C:11]=12.C[Si](C)(C)[C:32]([F:35])([F:34])[F:33]>[Cu]I.C(OC)(C)(C)C.CN(C=O)C>[Cl:9][C:10]1[CH:15]=[CH:14][N:13]=[C:12]2[N:16]([S:20]([C:23]3[CH:28]=[CH:27][C:26]([CH3:29])=[CH:25][CH:24]=3)(=[O:22])=[O:21])[CH:17]=[C:18]([C:32]([F:35])([F:34])[F:33])[C:11]=12 |f:0.1|. Starting materials: C1CCOC1, COc1ncc([N+](=O)[O-])cc1C, CC(C)(C)[O-], CC(C)(C)OC(=O)CCl, [K+]. Yields the product COc1nc(CC(=O)OC(C)(C)C)c([N+](=O)[O-])cc1C. Reaction SMILES: [CH2:28]1[O:29][CH2:30][CH2:31][CH2:32]1.[CH3:1][O:2][c:3]1[n:4][cH:5][c:6]([N+:10](=[O:11])[O-:12])[cH:7][c:8]1[CH3:9].[CH3:22][C:23]([CH3:24])([O-:25])[CH3:26].[Cl:13][CH2:14][C:15](=[O:16])[O:17][C:18]([CH3:19])([CH3:20])[CH3:21].[K+:27]>>[CH3:1][O:2][c:3]1[n:4][c:5]([CH2:14][C:15](=[O:16])[O:17][C:18]([CH3:19])([CH3:20])[CH3:21])[c:6]([N+:10](=[O:11])[O-:12])[cH:7][c:8]1[CH3:9].